Dataset: the Open Reaction Database (ORD), a public repository of structured organic reaction records. Task: describe an organic reaction: reactants, conditions, products, and yield Reactants: CCO, COc1ccc(CC#N)cc1, Cl. The product is CCOC(=N)Cc1ccc(OC)cc1, Cl. Reaction SMILES: [CH3:13][CH2:14][OH:15].[CH3:1][O:2][c:3]1[cH:4][cH:5][c:6]([CH2:9][C:10]#[N:11])[cH:7][cH:8]1.[ClH:12]>>[CH3:1][O:2][c:3]1[cH:4][cH:5][c:6]([CH2:9][C:10](=[NH:11])[O:15][CH2:14][CH3:13])[cH:7][cH:8]1.[ClH:12]. Reactants: CC(C)(C)[Si](C)(C)OCC1CC(Oc2ccnc(Cl)c2)CC1O[Si](C)(C)C(C)(C)C, CC(C)(C)[O-], COCCOC, CCOC(C)=O, [K+], NC1CCc2ccccc21. Product: CC(C)(C)[Si](C)(C)OCC1CC(Oc2ccnc(NC3CCc4ccccc43)c2)CC1O[Si](C)(C)C(C)(C)C. Reaction SMILES: [C:7]([CH3:8])([CH3:9])([CH3:10])[Si:11]([O:12][CH:13]1[CH2:14][CH:15]([O:27][c:28]2[cH:29][c:30]([Cl:34])[n:31][cH:32][cH:33]2)[CH2:16][CH:17]1[CH2:18][O:19][Si:20]([CH3:21])([CH3:22])[C:23]([CH3:24])([CH3:25])[CH3:26])([CH3:35])[CH3:36].[CH3:1][C:2]([CH3:3])([O-:4])[CH3:5].[CH3:47][O:48][CH2:49][CH2:50][O:51][CH3:52].[CH3:53][CH2:54][O:55][C:56]([CH3:57])=[O:58].[K+:6].[NH2:37][CH:38]1[CH2:39][CH2:40][c:41]2[cH:42][cH:43][cH:44][cH:45][c:46]21>>[C:7]([CH3:8])([CH3:9])([CH3:10])[Si:11]([O:12][CH:13]1[CH2:14][CH:15]([O:27][c:28]2[cH:29][c:30]([NH:37][CH:38]3[CH2:39][CH2:40][c:41]4[cH:42][cH:43][cH:44][cH:45][c:46]43)[n:31][cH:32][cH:33]2)[CH2:16][CH:17]1[CH2:18][O:19][Si:20]([CH3:21])([CH3:22])[C:23]([CH3:24])([CH3:25])[CH3:26])([CH3:35])[CH3:36]. Starting materials: C1CNCCN1, Cc1ccccc1, CC(C)(C)OC(=O)c1n[nH]c2nc(F)ccc12. Yields the product CC(C)(C)OC(=O)c1n[nH]c2nc(N3CCNCC3)ccc12. As a reaction SMILES: [CH2:18]1[CH2:19][NH:20][CH2:21][CH2:22][NH:23]1.[CH3:24][c:25]1[cH:26][cH:27][cH:28][cH:29][cH:30]1.[F:1][c:2]1[cH:3][cH:4][c:5]2[c:6]([n:7]1)[nH:8][n:9][c:10]2[C:11](=[O:12])[O:13][C:14]([CH3:15])([CH3:16])[CH3:17]>>[c:2]1([N:20]2[CH2:19][CH2:18][NH:23][CH2:22][CH2:21]2)[cH:3][cH:4][c:5]2[c:6]([n:7]1)[nH:8][n:9][c:10]2[C:11](=[O:12])[O:13][C:14]([CH3:15])([CH3:16])[CH3:17].